Dataset: the Open Reaction Database (ORD), a public repository of structured organic reaction records. Task: describe an organic reaction: reactants, conditions, products, and yield Starting materials: CC(=O)O[BH-](OC(C)=O)OC(C)=O, O=CCC(Cc1c(Cl)cc(OCc2ccccc2)cc1Cl)C(=O)N1C(=O)OCC1Cc1ccccc1, CC(Cl)Cl, ClCCl, NN1CCOCC1, [Na+]. Product: O=C1C(Cc2c(Cl)cc(OCc3ccccc3)cc2Cl)CCN1N1CCOCC1. Reaction SMILES: [C:48]([O:49][BH-:50]([O:51][C:52](=[O:53])[CH3:54])[O:55][C:56](=[O:57])[CH3:58])(=[O:59])[CH3:60].[CH2:12]([CH:13]1[CH2:14][O:15][C:16](=[O:17])[N:18]1[C:25]([CH:26]([CH2:27][CH:28]=[O:19])[CH2:30][c:31]1[c:32]([Cl:46])[cH:33][c:34]([O:38][CH2:39][c:40]2[cH:41][cH:42][cH:43][cH:44][cH:45]2)[cH:35][c:36]1[Cl:37])=[O:47])[c:20]1[cH:21][cH:22][cH:23][cH:24][cH:29]1.[Cl:1][CH:2]([Cl:3])[CH3:4].[Cl:62][CH2:63][Cl:64].[NH2:5][N:6]1[CH2:7][CH2:8][O:9][CH2:10][CH2:11]1.[Na+:61]>>[N:5]1([N:6]2[CH2:7][CH2:8][O:9][CH2:10][CH2:11]2)[C:25](=[O:47])[CH:26]([CH2:30][c:31]2[c:32]([Cl:46])[cH:33][c:34]([O:38][CH2:39][c:40]3[cH:41][cH:42][cH:43][cH:44][cH:45]3)[cH:35][c:36]2[Cl:37])[CH2:27][CH2:28]1. Starting materials: ClC1=NC=CC(=N1)C1=C(N=C(S1)N1CCOCC1)C=1C=C(C=CC1F)NS(=O)(=O)C1=C(C=CC=C1F)F (N-{3-[5-(2-chloro-4-pyrimidinyl)-2-(4-morpholinyl)-1,3-thiazol-4-yl]-4-fluorophenyl}-2,6-difluorobenzenesulfonamide), [NH4+].[OH-] (NH4OH). Conditions: temperature 120 celsius. Yields the product NC1=NC=CC(=N1)C1=C(N=C(S1)N1CCOCC1)C=1C=C(C=CC1F)NS(=O)(=O)C1=C(C=CC=C1F)F (N-{3-[5-(2-Amino-4-pyrimidinyl)-2-(4-morpholinyl)-1,3-thiazol-4-yl]-4-fluorophenyl}-2,6-difluorobenzenesulfonamide), solid. Isolated yield 46.2%. Reaction SMILES: Cl[C:2]1[N:7]=[C:6]([C:8]2[S:12][C:11]([N:13]3[CH2:18][CH2:17][O:16][CH2:15][CH2:14]3)=[N:10][C:9]=2[C:19]2[CH:20]=[C:21]([NH:26][S:27]([C:30]3[C:35]([F:36])=[CH:34][CH:33]=[CH:32][C:31]=3[F:37])(=[O:29])=[O:28])[CH:22]=[CH:23][C:24]=2[F:25])[CH:5]=[CH:4][N:3]=1.[NH4+:38].[OH-]>>[NH2:38][C:2]1[N:7]=[C:6]([C:8]2[S:12][C:11]([N:13]3[CH2:18][CH2:17][O:16][CH2:15][CH2:14]3)=[N:10][C:9]=2[C:19]2[CH:20]=[C:21]([NH:26][S:27]([C:30]3[C:35]([F:36])=[CH:34][CH:33]=[CH:32][C:31]=3[F:37])(=[O:29])=[O:28])[CH:22]=[CH:23][C:24]=2[F:25])[CH:5]=[CH:4][N:3]=1 |f:1.2|. Procedure: Following a procedure analogous to the procedure described in Example 21 using N-{3-[5-(2-chloro-4-pyrimidinyl)-2-(4-morpholinyl)-1,3-thiazol-4-yl]-4-fluorophenyl}-2,6-difluorobenzenesulfonamide (150 mg, 0.264 mmol) and NH4OH (3 mL) heated at 120° C. in a microwave reactor for 15 min, the title compound was obtained as a yellow solid (67 mg, 0.122 mmol, 46.2% yield). 1H NMR (400 MHz, DMSO-d6) δ ppm 10.99 (s, 1H), 7.78 (d, J=5.3 Hz, 1H), 7.59-7.75 (m, 1H), 7.18-7.30 (m, 4H), 7.15 (d, J=5.8 Hz, 1H... The reactants are C(C)(C)SC1=NN=C(O1)C(=O)Cl (5-isopropylthio-1,3,4-oxadiazole-2-carbonyl chloride), NC1=NC(=NC2=CC(=C(C=C12)OC)OC)N1CCNCC1 (4-amino-6,7-dimethoxy-2-(1-piperazinyl)quinazoline). The product is Cl.NC1=NC(=NC2=CC(=C(C=C12)OC)OC)N1CCN(CC1)C(=O)C=1OC(=NN1)SC(C)C (4-Amino-6,7-dimethoxy-2-[4-(5-isopropylthio-1,3,4-oxadiazole-2-carbonyl)-piperazin-1-yl]-quinazoline hydrochloride). RXN SMILES: [CH:1]([S:4][C:5]1[O:9][C:8]([C:10]([Cl:12])=[O:11])=[N:7][N:6]=1)([CH3:3])[CH3:2].[NH2:13][C:14]1[C:23]2[C:18](=[CH:19][C:20]([O:26][CH3:27])=[C:21]([O:24][CH3:25])[CH:22]=2)[N:17]=[C:16]([N:28]2[CH2:33][CH2:32][NH:31][CH2:30][CH2:29]2)[N:15]=1>>[ClH:12].[NH2:13][C:14]1[C:23]2[C:18](=[CH:19][C:20]([O:26][CH3:27])=[C:21]([O:24][CH3:25])[CH:22]=2)[N:17]=[C:16]([N:28]2[CH2:33][CH2:32][N:31]([C:10]([C:8]3[O:9][C:5]([S:4][CH:1]([CH3:3])[CH3:2])=[N:6][N:7]=3)=[O:11])[CH2:30][CH2:29]2)[N:15]=1 |f:2.3|. Procedure details: The title compound was prepared from 5-isopropylthio-1,3,4-oxadiazole-2-carbonyl chloride (1.54 g., 7.5 mmole) and 4-amino-6,7-dimethoxy-2-(1-piperazinyl)quinazoline (2.1 g., 7.5 mmole) following the procedure of Example 1. The product had a M.P. of 260°-263° C. with decomposition. The reactants are CCO, NN, O, O=[N+]([O-])c1c(CS(=O)(=O)c2ccccc2)cccc1OCCCl. The product is Nc1c(CS(=O)(=O)c2ccccc2)cccc1OCCCl. RXN SMILES: [CH3:27][CH2:28][OH:29].[NH2:25][NH2:26].[OH2:24].[c:1]1([S:7](=[O:8])(=[O:9])[CH2:10][c:11]2[c:12]([N+:21]([O-:22])=[O:23])[c:13]([O:17][CH2:18][CH2:19][Cl:20])[cH:14][cH:15][cH:16]2)[cH:2][cH:3][cH:4][cH:5][cH:6]1>>[c:1]1([S:7](=[O:8])(=[O:9])[CH2:10][c:11]2[c:12]([NH2:21])[c:13]([O:17][CH2:18][CH2:19][Cl:20])[cH:14][cH:15][cH:16]2)[cH:2][cH:3][cH:4][cH:5][cH:6]1. Reactants: CC(=O)Cl, COCCNCCOc1cccc2ncnc(Nc3ccc(OCc4ccccn4)c(Cl)c3)c12. Yields the product COCCN(CCOc1cccc2ncnc(Nc3ccc(OCc4ccccn4)c(Cl)c3)c12)C(C)=O. RXN SMILES: [CH3:35][C:36]([Cl:37])=[O:38].[Cl:1][c:2]1[cH:3][c:4]([NH:16][c:17]2[n:18][cH:19][n:20][c:21]3[cH:22][cH:23][cH:24][c:25]([O:27][CH2:28][CH2:29][NH:30][CH2:31][CH2:32][O:33][CH3:34])[c:26]23)[cH:5][cH:6][c:7]1[O:8][CH2:9][c:10]1[n:11][cH:12][cH:13][cH:14][cH:15]1>>[Cl:1][c:2]1[cH:3][c:4]([NH:16][c:17]2[n:18][cH:19][n:20][c:21]3[cH:22][cH:23][cH:24][c:25]([O:27][CH2:28][CH2:29][N:30]([CH2:31][CH2:32][O:33][CH3:34])[C:36]([CH3:35])=[O:38])[c:26]23)[cH:5][cH:6][c:7]1[O:8][CH2:9][c:10]1[n:11][cH:12][cH:13][cH:14][cH:15]1. Reactants: 23.9, O(C1=CC=CC=C1)C1=CC=C(C=C1)C1NCCC1 (2-(4-phenoxyphenyl) pyrrolidine), BrCC(=O)OCC (ethyl bromacetate). Run in C1=CC=CC=C1 (benzene). Product: 11.3, C(C)OC(=O)CN1C(CCC1)C1=CC=C(C=C1)OC1=CC=CC=C1 (1-ethoxycarbonylmethyl-2-(4-phenoxyphenyl) pyrrolidine). As a reaction SMILES: [O:1]([C:8]1[CH:13]=[CH:12][C:11]([CH:14]2[CH2:18][CH2:17][CH2:16][NH:15]2)=[CH:10][CH:9]=1)[C:2]1[CH:7]=[CH:6][CH:5]=[CH:4][CH:3]=1.Br[CH2:20][C:21]([O:23][CH2:24][CH3:25])=[O:22]>C1C=CC=CC=1>[CH2:24]([O:23][C:21]([CH2:20][N:15]1[CH2:16][CH2:17][CH2:18][CH:14]1[C:11]1[CH:12]=[CH:13][C:8]([O:1][C:2]2[CH:3]=[CH:4][CH:5]=[CH:6][CH:7]=2)=[CH:9][CH:10]=1)=[O:22])[CH3:25]. Procedure details: To a solution of 23.9 parts of 2-(4-phenoxyphenyl) pyrrolidine in 80 parts of anhydrous benzene, there were quickly added 8.35 parts of ethyl bromacetate. The reaction mixture was then refluxed for 4 hours. After cooling and filtration, the residue was treated with 50 parts of water and 100 parts of ether. After decantation, then distillation, there were obtained 11.3 parts of 1-ethoxycarbonylmethyl-2-(4-phenoxyphenyl) pyrrolidine, B.P./0.1 mm Hg: 165° C., nD23 : 1.5524. The reactants are CC(C)(C)OC(=O)N1CCC(O)CC1, CCCc1nnc(Cl)cc1-c1ccc(OCc2ccccc2)cc1, C1CCOC1, [H-], [Na+]. The product is CCCc1nnc(OC2CCN(C(=O)OC(C)(C)C)CC2)cc1-c1ccc(OCc2ccccc2)cc1. RXN SMILES: [C:1]([CH3:2])([CH3:3])([CH3:4])[O:5][C:6](=[O:7])[N:8]1[CH2:9][CH2:10][CH:11]([OH:14])[CH2:12][CH2:13]1.[CH2:17]([c:18]1[cH:19][cH:20][cH:21][cH:22][cH:23]1)[O:24][c:25]1[cH:26][cH:27][c:28](-[c:31]2[c:32]([CH2:38][CH2:39][CH3:40])[n:33][n:34][c:35]([Cl:37])[cH:36]2)[cH:29][cH:30]1.[CH2:41]1[O:42][CH2:43][CH2:44][CH2:45]1.[H-:16].[Na+:15]>>[C:1]([CH3:2])([CH3:3])([CH3:4])[O:5][C:6](=[O:7])[N:8]1[CH2:9][CH2:10][CH:11]([O:14][c:35]2[n:34][n:33][c:32]([CH2:38][CH2:39][CH3:40])[c:31](-[c:28]3[cH:27][cH:26][c:25]([O:24][CH2:17][c:18]4[cH:19][cH:20][cH:21][cH:22][cH:23]4)[cH:30][cH:29]3)[cH:36]2)[CH2:12][CH2:13]1. The reactants are NC1=CC2=CC=CC=C2C=C1N (2,3-diaminonaphthalene), C(C)(OCC)(OCC)OCC (triethyl orthoacetate), C(C)(OCC)(OCC)OCC (triethyl orthoacetate). The solvent is C(C)O (ethanol), CN(C(C)=O)C (N,N-dimethylacetamide). Conditions: temperature 60 celsius, time 8 hour. Product: CC=1NC2=C(N1)C=C1C=CC=CC1=C2 (2-methylnaphth[2,3-d]imidazole). Isolated yield 74.6%. Reaction SMILES: [NH2:1][C:2]1[C:11]([NH2:12])=[CH:10][C:9]2[C:4](=[CH:5][CH:6]=[CH:7][CH:8]=2)[CH:3]=1.[C:13](OCC)(OCC)(OCC)[CH3:14]>C(O)C.CN(C)C(=O)C>[CH3:13][C:14]1[NH:1][C:2]2[CH:3]=[C:4]3[C:9]([CH:8]=[CH:7][CH:6]=[CH:5]3)=[CH:10][C:11]=2[N:12]=1. Procedure: To a solution of 4.74 g of 2,3-diaminonaphthalene in 150 ml of ethanol and 30 ml of N,N-dimethylacetamide was added 4.86 g of triethyl orthoacetate, and the mixture heated at 60° C. for 2 hours. An additional 5.5 ml of triethyl orthoacetate was added and stirring continued at 60° C. overnight. The solvent was removed and the residue treated with chloroform. The solids were filtered and the filtrate concentrated to a small volume, treated with ether and filtered. The solids were combined to give ... The reactants are Cl.O.N1CCC(CC1)=O (4-piperidone monohydrate hydrochloride), C([O-])([O-])=O.[K+].[K+] (potassium carbonate), C(C1=CC=CC=C1)Br (Benzyl bromide). The solvent is CN(C)C=O (DMF). Run at time 30 minute. Product: C(C1=CC=CC=C1)N1CCC(CC1)=O (Benzyl-piperidin-4-one). As a reaction SMILES: Cl.O.[NH:3]1[CH2:8][CH2:7][C:6](=[O:9])[CH2:5][CH2:4]1.C(=O)([O-])[O-].[K+].[K+].[CH2:16](Br)[C:17]1[CH:22]=[CH:21][CH:20]=[CH:19][CH:18]=1>CN(C=O)C>[CH2:16]([N:3]1[CH2:8][CH2:7][C:6](=[O:9])[CH2:5][CH2:4]1)[C:17]1[CH:22]=[CH:21][CH:20]=[CH:19][CH:18]=1 |f:0.1.2,3.4.5|. Procedure: A mixture of 4-piperidone monohydrate hydrochloride (2.5 g, 14.56 mmol) and anhydrous potassium carbonate (7 g, 50.64 mmol) in dry DMF (25 mL) was stirred for 30 min at room temperature. Benzyl bromide (2 mL, 16.82 mmol) was added dropwise into the reaction mixture and heated at 65° C. for 14 h. The reaction mixture was cooled to room temperature, filtered and quenched with ice water (25 mL). The resulting mixture was extracted in ethyl acetate (2×20 mL) and the combined organic layers were wash... The reactants are C1COCCO1, CC(O)Cn1c(=O)[nH]c2ccccc21, O=S(Cl)Cl. Product: CC(Cl)Cn1c(=O)[nH]c2ccccc21. As a reaction SMILES: [O:19]1[CH2:20][CH2:21][O:22][CH2:23][CH2:24]1.[OH:1][CH:2]([CH2:3][n:4]1[c:5](=[O:13])[nH:6][c:7]2[c:8]1[cH:9][cH:10][cH:11][cH:12]2)[CH3:14].[S:15]([Cl:16])([Cl:17])=[O:18]>>[CH:2]([CH2:3][n:4]1[c:5](=[O:13])[nH:6][c:7]2[c:8]1[cH:9][cH:10][cH:11][cH:12]2)([CH3:14])[Cl:17].